This data is from the Open Reaction Database (ORD), a public repository of structured organic reaction records. The task is: describe an organic reaction: reactants, conditions, products, and yield The reactants are CC(C)(C)OC(=O)NC(CO)C(=O)NCCCc1ccccc1, CC(=O)O, Cl. Product: Cl, NC(CO)C(=O)NCCCc1ccccc1. Reaction SMILES: [C:1]([O:2][C:3](=[O:4])[NH:8][CH:9]([CH2:10][OH:11])[C:12](=[O:13])[NH:14][CH2:15][CH2:16][CH2:17][c:18]1[cH:19][cH:20][cH:21][cH:22][cH:23]1)([CH3:5])([CH3:6])[CH3:7].[CH3:25][C:26](=[O:27])[OH:28].[ClH:24]>>[ClH:24].[NH2:8][CH:9]([CH2:10][OH:11])[C:12](=[O:13])[NH:14][CH2:15][CH2:16][CH2:17][c:18]1[cH:19][cH:20][cH:21][cH:22][cH:23]1. Run in COCCOC (DME), C(Cl)Cl (methylene chloride). As a reaction SMILES: [C:1]([O:5][C:6](=[O:17])[NH:7][C@H:8]([C:10]1[CH:15]=[CH:14][CH:13]=[C:12](Br)[CH:11]=1)[CH3:9])([CH3:4])([CH3:3])[CH3:2].[CH3:18][N:19]([CH3:25])[C@@H:20]1[CH2:24][CH2:23][NH:22][CH2:21]1.[O-]P([O-])([O-])=O.[K+].[K+].[K+]>COCCOC.C(Cl)Cl.C1C=CC(/C=C/C(/C=C/C2C=CC=CC=2)=O)=CC=1.C1C=CC(/C=C/C(/C=C/C2C=CC=CC=2)=O)=CC=1.C1C=CC(/C=C/C(/C=C/C2C=CC=CC=2)=O)=CC=1.[Pd].[Pd]>[C:1]([O:5][C:6](=[O:17])[NH:7][CH:8]([C:10]1[CH:15]=[CH:14][CH:13]=[C:12]([N:22]2[CH2:23][CH2:24][CH:20]([N:19]([CH3:25])[CH3:18])[CH2:21]2)[CH:11]=1)[CH3:9])([CH3:4])([CH3:3])[CH3:2] |f:2.3.4.5,8.9.10.11.12|. Yields the product C(C)(C)(C)OC(NC(C)C1=CC(=CC=C1)N1CC(CC1)N(C)C)=O ({1-[3-(3-Dimethylamino-pyrrolidin-1-yl)-phenyl]-ethyl}-carbamic acid tert-butyl ester). Procedure: A mixture of (S )[1-(3-bromo-phenyl)-ethyl]-carbamic acid tert-butyl ester (6 g), (3R)-3-(dimethylamino)-pyrrolidine (4.56 g), Pd2(dba)3 (1.83 g), di-t-butyl-biphenylphosphine (600 mg), K3PO4 (8.48 g) in DME (40 mL) was stirred at reflux for 16 h. The reaction mixture was cooled down to room temperature, diluted with methylene chloride, and filtered. The filtrated was evaporated in vacuo, and the crude product was purified by Flash Chromatography using Biotage eluting with 20% MeOH in ethyl acet... Starting materials: C(C)(C)(C)OC(N[C@@H](C)C1=CC(=CC=C1)Br)=O ((S )[1-(3-bromo-phenyl)-ethyl]-carbamic acid tert-butyl ester), CN([C@H]1CNCC1)C ((3R)-3-(dimethylamino)-pyrrolidine), [O-]P(=O)([O-])[O-].[K+].[K+].[K+] (K3PO4). Isolated yield 27.0%. The reagents and catalysts are C=1C=CC(=CC1)/C=C/C(=O)/C=C/C2=CC=CC=C2.C=1C=CC(=CC1)/C=C/C(=O)/C=C/C2=CC=CC=C2.C=1C=CC(=CC1)/C=C/C(=O)/C=C/C2=CC=CC=C2.[Pd].[Pd] (Pd2(dba)3). Reactants: S(N)(OC1=C(C=CC=C1)OCCC)(=O)=O (2-propoxyphenyl sulfamate), COC1=NC(=NC(=C1)OC)NC(OC1=CC=CC=C1)=O (phenyl N-(4,6-dimethoxypyrimidin-2-yl)carbamate), N12CCCCCC2=NCCC1 (1,8-diazabicyclo[5.4.0]undec-7-ene). Run in C(C)#N (acetonitrile). Reaction conditions: time 18 hour. Yields the product COC1=NC(=NC(=C1)OC)NC(NS(=O)(=O)OC1=C(C=CC=C1)OCCC)=O (3-(4,6-dimethoxypyrimidin-2-yl)- 1-(2-propoxyphenoxysulfonyl)urea). Isolated yield 86.4%. Reaction SMILES: [S:1](=[O:15])(=[O:14])([O:3][C:4]1[CH:9]=[CH:8][CH:7]=[CH:6][C:5]=1[O:10][CH2:11][CH2:12][CH3:13])[NH2:2].[CH3:16][O:17][C:18]1[CH:23]=[C:22]([O:24][CH3:25])[N:21]=[C:20]([NH:26][C:27](=O)[O:28]C2C=CC=CC=2)[N:19]=1.N12CCCN=C1CCCCC2>C(#N)C>[CH3:25][O:24][C:22]1[CH:23]=[C:18]([O:17][CH3:16])[N:19]=[C:20]([NH:26][C:27](=[O:28])[NH:2][S:1]([O:3][C:4]2[CH:9]=[CH:8][CH:7]=[CH:6][C:5]=2[O:10][CH2:11][CH2:12][CH3:13])(=[O:14])=[O:15])[N:21]=1. Procedure details: 1.74 g (0.008 mol) of 2-propoxyphenyl sulfamate are added at room temperature to 2.32 g (0.0084 mol) of phenyl N-(4,6-dimethoxypyrimidin-2-yl)carbamate, dissolved in 100 ml of acetonitrile. After 1.33 g (0.0088 mol) of 1,8-diazabicyclo[5.4.0]undec-7-ene (DBU) have been added, the reaction mixture is stirred at room temperature for 18 hours, concentrated, diluted with H2O and acidified using 2N hydrochloric acid to give a pH of 3-4. After the solids have been filtered off with suction and dried, ... The reactants are N=C(NC(=O)OCc1ccccc1)c1ccc2oc(C(=O)O)cc2c1, CCOC(=O)C(Cc1ccc(N)cc1)NS(=O)(=O)C(F)(F)F. The product is CCOC(=O)C(Cc1ccc(NC(=O)c2cc3cc(C(=N)NC(=O)OCc4ccccc4)ccc3o2)cc1)NS(=O)(=O)C(F)(F)F. Reaction SMILES: [CH2:1]([c:2]1[cH:3][cH:4][cH:5][cH:6][cH:7]1)[O:8][C:9](=[O:10])[NH:11][C:12](=[NH:13])[c:14]1[cH:15][cH:16][c:17]2[c:18]([cH:19][c:20]([C:22](=[O:23])[OH:24])[o:21]2)[cH:25]1.[NH2:26][c:27]1[cH:28][cH:29][c:30]([CH2:33][CH:34]([C:35](=[O:36])[O:37][CH2:38][CH3:39])[NH:40][S:41](=[O:42])(=[O:43])[C:44]([F:45])([F:46])[F:47])[cH:31][cH:32]1>>[CH2:1]([c:2]1[cH:3][cH:4][cH:5][cH:6][cH:7]1)[O:8][C:9](=[O:10])[NH:11][C:12](=[NH:13])[c:14]1[cH:15][cH:16][c:17]2[c:18]([cH:19][c:20]([C:22](=[O:24])[NH:26][c:27]3[cH:28][cH:29][c:30]([CH2:33][CH:34]([C:35](=[O:36])[O:37][CH2:38][CH3:39])[NH:40][S:41](=[O:42])(=[O:43])[C:44]([F:45])([F:46])[F:47])[cH:31][cH:32]3)[o:21]2)[cH:25]1.